Dataset: the Open Reaction Database (ORD), a public repository of structured organic reaction records. Task: describe an organic reaction: reactants, conditions, products, and yield Reactants: C(C)(C)OC1=C(C(=O)O)C=C(C=C1)S(=O)(=O)C (2-isopropoxy-5-methanesulfonyl-benzoic acid), Cl.N1(CCNCC1)C=1OC2=C(N1)C=CC=C2 (2-piperazin-1-yl-benzoxazole hydrochloride). Yields the product O1C(=NC2=C1C=CC=C2)N2CCN(CC2)C(=O)C2=C(C=CC(=C2)S(=O)(=O)C)OC(C)C ((4-Benzoxazol-2-yl-piperazin-1-yl)-(2-isopropoxy-5-methanesulfonyl-phenyl)-methanone). Reaction SMILES: [CH:1]([O:4][C:5]1[CH:13]=[CH:12][C:11]([S:14]([CH3:17])(=[O:16])=[O:15])=[CH:10][C:6]=1[C:7]([OH:9])=O)([CH3:3])[CH3:2].Cl.[N:19]1([C:25]2[O:26][C:27]3[CH:33]=[CH:32][CH:31]=[CH:30][C:28]=3[N:29]=2)[CH2:24][CH2:23][NH:22][CH2:21][CH2:20]1>>[O:26]1[C:27]2[CH:33]=[CH:32][CH:31]=[CH:30][C:28]=2[N:29]=[C:25]1[N:19]1[CH2:20][CH2:21][N:22]([C:7]([C:6]2[CH:10]=[C:11]([S:14]([CH3:17])(=[O:16])=[O:15])[CH:12]=[CH:13][C:5]=2[O:4][CH:1]([CH3:2])[CH3:3])=[O:9])[CH2:23][CH2:24]1 |f:1.2|. Procedure: Prepared in analogy to example 1.1 b) from 2-isopropoxy-5-methanesulfonyl-benzoic acid (Example 2.2) and 2-piperazin-1-yl-benzoxazole hydrochloride. The crude material was triturated with diethyl ether to yield the title compound as a colorless solid. The reactants are FC(OC1=CC=C(C=C1)NC(=O)N1N=C(C(C1)(C)C=O)C1=CC=C(C=C1)Cl)(F)F (N-(4-trifluoromethoxyphenyl)-3-(4-chlorophenyl)-4-formyl-4-methyl-4,5-dihydro-1H-pyrazole-1-carboxamide), C1(=CC=CC=C1)P(C1=CC=CC=C1)C1=CC=CC=C1 (triphenylphosphine), ClC(C(=O)[O-])(F)F.[Na+] (sodium chlorodifluoroacetate). Run in COCCOCCOC (diglyme). Product: FC(OC1=CC=C(C=C1)NC(=O)N1N=C(C(C1)(C)C=C(F)F)C1=CC=C(C=C1)Cl)(F)F (N-(4-trifluoromethoxyphenyl)-3-(4-chlorophenyl)-4-(2,2-difluorovinyl)-4-methyl-4,5-dihydro-1H-pyrazole-1-carboxamide). The yield is 21.7%. Reaction SMILES: [F:1][C:2]([F:29])([F:28])[O:3][C:4]1[CH:9]=[CH:8][C:7]([NH:10][C:11]([N:13]2[CH2:17][C:16]([CH:19]=O)([CH3:18])[C:15]([C:21]3[CH:26]=[CH:25][C:24]([Cl:27])=[CH:23][CH:22]=3)=[N:14]2)=[O:12])=[CH:6][CH:5]=1.C1(P(C2C=CC=CC=2)C2C=CC=CC=2)C=CC=CC=1.Cl[C:50]([F:55])([F:54])C([O-])=O.[Na+]>COCCOCCOC>[F:29][C:2]([F:1])([F:28])[O:3][C:4]1[CH:9]=[CH:8][C:7]([NH:10][C:11]([N:13]2[CH2:17][C:16]([CH:19]=[C:50]([F:55])[F:54])([CH3:18])[C:15]([C:21]3[CH:26]=[CH:25][C:24]([Cl:27])=[CH:23][CH:22]=3)=[N:14]2)=[O:12])=[CH:6][CH:5]=1 |f:2.3|. Procedure details: To 2.0 g of N-(4-trifluoromethoxyphenyl)-3-(4-chlorophenyl)-4-formyl-4-methyl-4,5-dihydro-1H-pyrazole-1-carboxamide (5 mmole), was added 4 g of triphenylphosphine (15 mmole), 3 g of sodium chlorodifluoroacetate (20 mmole) and 15 ml of diglyme. The mixture was heated slowly to reflux over 1 hour. Gas evolved. After refluxing for 20 minutes the mixture was colled, partitioned between ether and water, dried, rotovaped and chromatographed (ether/hexane) to yield 0.5 g of N-(4-trifluoromethoxyphenyl)... Starting materials: C(C#C)NC1=CC=C(C=C1)C(C)=O (1-[4-(2-propynylamino)phenyl]ethanone), CC(C(=O)OCN1C=NC2=CC=C(C=C2C1=O)CBr)(C)C (2,2-dimethylpropanoic acid, [6-(bromomethyl)-4-oxo-3(4H)-quinazolinyl]methyl ester), BrCC=1C=C2C(NC(=NC2=CC1)NC(C(C)(C)C)=O)=O (N-[6-(bromomethyl)-3,4-dihydro-4-oxo-2-quinazolinyl]-2,2-dimethylpropanamide), Heterocyclic. Product: CC(C(=O)NC1=NC2=CC=C(C=C2C(N1)=O)CN(C1=CC=C(C#N)C=C1)CC#C)(C)C (4-[[[2-[(2,2-dimethyl-1-oxopropyl)amino]-3,4-dihydro-4-oxo-6-quinazolinyl]methyl]-2-propynylamino]benzonitrile). As a reaction SMILES: [CH2:1]([NH:4][C:5]1[CH:10]=[CH:9][C:8]([C:11](=O)C)=[CH:7][CH:6]=1)[C:2]#[CH:3].Br[CH2:15][C:16]1[CH:17]=[C:18]2[C:23](=[CH:24][CH:25]=1)[N:22]=[C:21]([NH:26][C:27](=[O:32])[C:28]([CH3:31])([CH3:30])[CH3:29])[NH:20][C:19]2=[O:33].CC(C)(C)C(OC[N:40]1C(=O)C2C(=CC=C(CBr)C=2)N=C1)=O>>[CH3:29][C:28]([CH3:31])([CH3:30])[C:27]([NH:26][C:21]1[NH:20][C:19](=[O:33])[C:18]2[C:23](=[CH:24][CH:25]=[C:16]([CH2:15][N:4]([CH2:1][C:2]#[CH:3])[C:5]3[CH:6]=[CH:7][C:8]([C:11]#[N:40])=[CH:9][CH:10]=3)[CH:17]=2)[N:22]=1)=[O:32]. Procedure details: In a process analogous to Example 1 by substituting 4-(2-propynylamino)benzonitrile (see Example F) for 1-[4-(2-propynylamino)phenyl]ethanone and N-[6-(bromomethyl)-3,4-dihydro-4-oxo-2-quinazolinyl]-2,2-dimethylpropanamide (Journal of Heterocyclic Chemistry, Vol. 12, pp. 1283-1286 (1975)) for 2,2-dimethylpropanoic acid, [6-(bromomethyl)-4-oxo-3(4H)-quinazolinyl]methyl ester (European patent application No. 204,529) one obtains 4-[[[2-[(2,2-dimethyl-1-oxopropyl)amino]-3,4-dihydro-4-oxo-6-quinazol... The reactants are COc1nc(Br)ccc1[N+](=O)[O-], CCCN(CCO)C(=O)OC(C)(C)C, CN(C)C=O, [K+], [K+], O=C([O-])[O-]. The product is CCCN(CCOc1ccc([N+](=O)[O-])c(OC)n1)C(=O)OC(C)(C)C. RXN SMILES: [Br:1][c:2]1[cH:3][cH:4][c:5]([N+:10](=[O:11])[O-:12])[c:6]([O:8][CH3:9])[n:7]1.[C:13]([CH3:14])([CH3:15])([CH3:16])[O:17][C:18]([N:19]([CH2:20][CH2:21][CH3:22])[CH2:23][CH2:24][OH:25])=[O:26].[CH3:33][N:34]([CH3:35])[CH:36]=[O:37].[K+:27].[K+:28].[O-:29][C:30]([O-:31])=[O:32]>>[c:2]1([O:25][CH2:24][CH2:23][N:19]([C:18]([O:17][C:13]([CH3:14])([CH3:15])[CH3:16])=[O:26])[CH2:20][CH2:21][CH3:22])[cH:3][cH:4][c:5]([N+:10](=[O:11])[O-:12])[c:6]([O:8][CH3:9])[n:7]1.